Dataset: the Open Reaction Database (ORD), a public repository of structured organic reaction records. Task: describe an organic reaction: reactants, conditions, products, and yield Reactants: C1=CC=C(C=C1)CNS(=O)(=O)C2=CC3=C(C=C2)N=NN3O.Cl (HOBt resin), N1=CC=CC=C1 (pyridine), O1N=CC=C1C(=O)Cl (isoxazole-5-carbonyl chloride), N1(CCCCC1)C1=C(N)C=CC=C1 (2-piperidinoaniline). Run in ClCCl (dichloromethane), O1CCCC1 (THF). Conditions: time 3 hour. Product: N1(CCCCC1)C1=C(C=CC=C1)NC(=O)C1=CC=NO1 (Isoxazole-5-carboxylic acid (2-piperidin-1-yl-phenyl)-amide). Yield: 100.0%. RXN SMILES: C1C=CC(CNS(C2C=CC3N=NN(O)C=3C=2)(=O)=O)=CC=1.Cl.N1C=CC=CC=1.[O:29]1[C:33]([C:34](Cl)=[O:35])=[CH:32][CH:31]=[N:30]1.[N:37]1([C:43]2[CH:49]=[CH:48][CH:47]=[CH:46][C:44]=2[NH2:45])[CH2:42][CH2:41][CH2:40][CH2:39][CH2:38]1>O1CCCC1.ClCCl>[N:37]1([C:43]2[CH:49]=[CH:48][CH:47]=[CH:46][C:44]=2[NH:45][C:34]([C:33]2[O:29][N:30]=[CH:31][CH:32]=2)=[O:35])[CH2:42][CH2:41][CH2:40][CH2:39][CH2:38]1 |f:0.1|. Reported procedure: To PS-HOBt resin (0.1 mmol) was added anhydrous dichloromethane (“DCM”) (1 mL) followed by pyridine (0.5 mmol) and isoxazole-5-carbonyl chloride (Lancaster) (0.3 mmol). The mixture was shaken at room temperature for 3 h and was then filtered. The resin was washed successively with tetrahydrofuran (“THF”) (3×) and DCM (3×) and dried in vacuo. To this acylated resin was added a solution of 2-piperidinoaniline (Lancaster) (0.05 mmol, 0.5 eq) in anhydrous THF (1 mL) and the mixture was shaken at roo... The reactants are COC=1C=CC=C2CCC(CC12)NC(C1CC1)C1CC1 (8-Methoxy-2-(di-cyclopropylmethylamino)tetralin), solution, BrBr (Br2). Solvent: CCO (EtOH), C(Cl)Cl (CH2Cl2). The product is BrC1=C2CCC(CC2=C(C=C1)OC)NC(C1CC1)C1CC1 ((-)-5-Bromo-8-methoxy-2-(dicyclopropylmethylamino)tetralin). As a reaction SMILES: [CH3:1][O:2][C:3]1[CH:4]=[CH:5][CH:6]=[C:7]2[C:12]=1[CH2:11][CH:10]([NH:13][CH:14]([CH:18]1[CH2:20][CH2:19]1)[CH:15]1[CH2:17][CH2:16]1)[CH2:9][CH2:8]2.[Br:21]Br>CCO.C(Cl)Cl>[Br:21][C:6]1[CH:5]=[CH:4][C:3]([O:2][CH3:1])=[C:12]2[C:7]=1[CH2:8][CH2:9][CH:10]([NH:13][CH:14]([CH:18]1[CH2:20][CH2:19]1)[CH:15]1[CH2:17][CH2:16]1)[CH2:11]2. Procedure: 8-Methoxy-2-(di-cyclopropylmethylamino)tetralin (OSU427) (311 mg, 1.09 mmol) was brominated in EtOH with 1.5 ml of a solution containing 0.6 ml Br2 in 10 ml CH2Cl2). After night in room temperature, the solvent was evaporated and the raw product (HBr salt) was recrystallized from acetone/ether to give 311 mg of white crystals melting at 153°-154° C. αD20 =-51.2°. GC/MS shows M+/M+2 at m/e=363.10 (43.1%) and 365.00 (41.9%) and the base peak at m/e=160.05.